Dataset: the Open Reaction Database (ORD), a public repository of structured organic reaction records. Task: describe an organic reaction: reactants, conditions, products, and yield The reactants are COC(COC1=C(C=C(C=C1)OCC#CC1=CC(=CC(=C1)C#CC1=CC=C(C=C1)C(F)(F)F)C#CCN1CCOCC1)C)=O ((2-methyl-4-{3-[3-(3-morpholin-4-yl-prop-1-ynyl)-5-(4-trifluoromethylphenylethynyl)-phenyl]-prop-2-ynyloxy}-phenoxy)-acetic acid methyl ester), ice, [Li+].[OH-] (LiOH), O (water), Cl (HCl). Solvent: C1CCOC1 (THF), CO (methanol). Reaction conditions: temperature 0 celsius, time 45 minute. Product: CC1=C(OCC(=O)O)C=CC(=C1)OCC#CC1=CC(=CC(=C1)C#CC1=CC=C(C=C1)C(F)(F)F)C#CCN1CCOCC1 ((2-Methyl-4-{3-[3-(3-morpholin-4-yl-prop-1-ynyl)-5-(4-trifluoromethyl-phenylethynyl)-phenyl]-prop-2-ynyloxy}-phenoxy)-acetic acid). As a reaction SMILES: C[O:2][C:3](=[O:44])[CH2:4][O:5][C:6]1[CH:11]=[CH:10][C:9]([O:12][CH2:13][C:14]#[C:15][C:16]2[CH:21]=[C:20]([C:22]#[C:23][C:24]3[CH:29]=[CH:28][C:27]([C:30]([F:33])([F:32])[F:31])=[CH:26][CH:25]=3)[CH:19]=[C:18]([C:34]#[C:35][CH2:36][N:37]3[CH2:42][CH2:41][O:40][CH2:39][CH2:38]3)[CH:17]=2)=[CH:8][C:7]=1[CH3:43].[Li+].[OH-].O.Cl>C1COCC1.CO>[CH3:43][C:7]1[CH:8]=[C:9]([O:12][CH2:13][C:14]#[C:15][C:16]2[CH:21]=[C:20]([C:22]#[C:23][C:24]3[CH:29]=[CH:28][C:27]([C:30]([F:33])([F:32])[F:31])=[CH:26][CH:25]=3)[CH:19]=[C:18]([C:34]#[C:35][CH2:36][N:37]3[CH2:42][CH2:41][O:40][CH2:39][CH2:38]3)[CH:17]=2)[CH:10]=[CH:11][C:6]=1[O:5][CH2:4][C:3]([OH:44])=[O:2] |f:1.2|. Procedure details: To a solution of (2-methyl-4-{3-[3-(3-morpholin-4-yl-prop-1-ynyl)-5-(4-trifluoromethylphenylethynyl)-phenyl]-prop-2-ynyloxy}-phenoxy)-acetic acid methyl ester (0.26 g, 0.51 mmol) in THF (5.3 ml) and methanol (1 ml) was added a ice-cold solution of LiOH (1 M, 5.3 ml). The reaction mixture was stirred at 0° C. for 45 min., after which water (10 ml) and aqueous HCl (1M, 7.4 ml) were added. The mixture was extracted with ethyl acetate (2×80 ml), and the combined organic phases were dried and evapora... The reactants are BrC1=CN=C2C(=N1)N(C(N2)=O)[C@@H](C)C2=CC=CC=C2 ((S)-6-bromo-1-(1-phenylethyl)-1H-imidazo[4,5-b]pyrazin-2(3H)-one), C([O-])([O-])=O.[Cs+].[Cs+] (cesium carbonate), CN(C=O)C (dimethylformamide), BrC=1N=C2C(=NC1)N(C(N2[C@@H](C)C2=CC=CC=C2)=O)C ((S)-5-Bromo-1-methyl-3-(1-phenylethyl)-1H-imidazo[4,5-b]pyrazin-2(3H)-one), COS(=O)(=O)OC (dimethylsulfate). Reaction conditions: temperature 55 celsius, time 1 hour. The product is CN1C(N(C=2C1=NC=C(N2)C2=C1C=CC=NC1=CC=C2)[C@@H](C)C2=CC=CC=C2)=O ((S)-1-METHYL-3-(1-PHENYLETHYL)-5-(QUINOLIN-5-YL)-1H-IMIDAZO[4,5-B]PYRAZIN-2(3H)-ONE). The yield is 83.0%. RXN SMILES: Br[C:2]1[N:3]=[C:4]2[N:10]([C@H:11]([C:13]3[CH:18]=[CH:17][CH:16]=[CH:15][CH:14]=3)[CH3:12])[C:9](=[O:19])[N:8]([CH3:20])[C:5]2=[N:6][CH:7]=1.BrC1N=C2N([C@H:32]([C:34]3[CH:39]=[CH:38][CH:37]=[CH:36][CH:35]=3)[CH3:33])C(=O)NC2=NC=1.C(=O)([O-])[O-].[Cs+].[Cs+].COS(OC)(=O)=O.[CH3:53][N:54](C)C=O>>[CH3:20][N:8]1[C:5]2=[N:6][CH:7]=[C:2]([C:39]3[CH:38]=[CH:37][CH:36]=[C:35]4[C:34]=3[CH:32]=[CH:33][CH:53]=[N:54]4)[N:3]=[C:4]2[N:10]([C@H:11]([C:13]2[CH:18]=[CH:17][CH:16]=[CH:15][CH:14]=2)[CH3:12])[C:9]1=[O:19] |f:2.3.4|. Reported procedure: (S)-5-Bromo-1-methyl-3-(1-phenylethyl)-1H-imidazo[4,5-b]pyrazin-2(3H)-one. To a solution of (S)-6-bromo-1-(1-phenylethyl)-1H-imidazo[4,5-b]pyrazin-2(3H)-one (0.300 g, 0.943 mmol) in dimethylformamide (3 mL) was added cesium carbonate (excess) followed by dimethylsulfate (0.130 g, 1.03 mmol). The solution was heated to 55° C. in a screw capped tube. After one hour, the solution was filtered to remove cesium carbonate salts. The filtrate was condensed under reduced pressure and the crude product p... Reactants: COC(=O)C(N)Cc1ccc(-c2ccc(Cl)cc2)cc1, Cl, CCC(c1ccccc1)N1Cc2cc3c(cc2CC1C(=O)O)N(C)C(=O)C(c1ccc(O)cc1)O3. Yields the product CCC(c1ccccc1)N1Cc2cc3c(cc2CC1C(=O)NC(Cc1ccc(-c2ccc(Cl)cc2)cc1)C(=O)OC)N(C)C(=O)C(c1ccc(O)cc1)O3. RXN SMILES: [CH3:37][O:38][C:39]([CH:40]([CH2:41][c:42]1[cH:43][cH:44][c:45](-[c:48]2[cH:49][cH:50][c:51]([Cl:54])[cH:52][cH:53]2)[cH:46][cH:47]1)[NH2:55])=[O:56].[ClH:36].[OH:1][c:2]1[cH:3][cH:4][c:5]([CH:8]2[C:9](=[O:35])[N:10]([CH3:34])[c:11]3[cH:12][c:13]4[c:18]([cH:19][c:20]3[O:21]2)[CH2:17][N:16]([CH:22]([CH2:23][CH3:24])[c:25]2[cH:26][cH:27][cH:28][cH:29][cH:30]2)[CH:15]([C:31](=[O:32])[OH:33])[CH2:14]4)[cH:6][cH:7]1>>[OH:1][c:2]1[cH:3][cH:4][c:5]([CH:8]2[C:9](=[O:35])[N:10]([CH3:34])[c:11]3[cH:12][c:13]4[c:18]([cH:19][c:20]3[O:21]2)[CH2:17][N:16]([CH:22]([CH2:23][CH3:24])[c:25]2[cH:26][cH:27][cH:28][cH:29][cH:30]2)[CH:15]([C:31](=[O:32])[NH:55][CH:40]([C:39]([O:38][CH3:37])=[O:56])[CH2:41][c:42]2[cH:43][cH:44][c:45](-[c:48]3[cH:49][cH:50][c:51]([Cl:54])[cH:52][cH:53]3)[cH:46][cH:47]2)[CH2:14]4)[cH:6][cH:7]1. The reactants are O=C(Cl)c1ccc(F)cc1, CN1CCC(c2c[nH]c3ccc(N)nc23)CC1, c1ccncc1. Product: CN1CCC(c2c[nH]c3ccc(NC(=O)c4ccc(F)cc4)nc23)CC1. RXN SMILES: [F:18][c:19]1[cH:20][cH:21][c:22]([C:23](=[O:24])[Cl:25])[cH:26][cH:27]1.[NH2:1][c:2]1[cH:3][cH:4][c:5]2[c:6]([n:7]1)[c:8]([CH:11]1[CH2:12][CH2:13][N:14]([CH3:17])[CH2:15][CH2:16]1)[cH:9][nH:10]2.[cH:28]1[cH:29][cH:30][n:31][cH:32][cH:33]1>>[NH:1]([c:2]1[cH:3][cH:4][c:5]2[c:6]([n:7]1)[c:8]([CH:11]1[CH2:12][CH2:13][N:14]([CH3:17])[CH2:15][CH2:16]1)[cH:9][nH:10]2)[C:23]([c:22]1[cH:21][cH:20][c:19]([F:18])[cH:27][cH:26]1)=[O:24]. Reaction SMILES: [Cl:16][C:17](=[O:18])[O:19][c:20]1[cH:21][cH:22][c:23]([N+:26](=[O:27])[O-:28])[cH:24][cH:25]1.[NH2:1][c:2]1[cH:3][cH:4][c:5]([C:8]2=[N:13][NH:12][C:11](=[O:14])[CH2:10][CH:9]2[CH3:15])[cH:6][cH:7]1.[O:29]1[CH2:30][CH2:31][CH2:32][CH2:33]1>>[NH:1]([c:2]1[cH:3][cH:4][c:5]([C:8]2=[N:13][NH:12][C:11](=[O:14])[CH2:10][CH:9]2[CH3:15])[cH:6][cH:7]1)[C:17](=[O:18])[O:19][c:20]1[cH:21][cH:22][c:23]([N+:26](=[O:27])[O-:28])[cH:24][cH:25]1. Product: CC1CC(=O)NN=C1c1ccc(NC(=O)Oc2ccc([N+](=O)[O-])cc2)cc1. Starting materials: O=C(Cl)Oc1ccc([N+](=O)[O-])cc1, CC1CC(=O)NN=C1c1ccc(N)cc1, C1CCOC1.